Dataset: the Open Reaction Database (ORD), a public repository of structured organic reaction records. Task: describe an organic reaction: reactants, conditions, products, and yield Reactants: CCOC(=O)CCNC(=O)c1ccc(NC(c2oc3ccc(OCc4ccccc4)cc3c2C)C(C)C)cc1, CCO, [Na+], [OH-]. Product: Cc1c(C(Nc2ccc(C(=O)NCCC(=O)O)cc2)C(C)C)oc2ccc(OCc3ccccc3)cc12. RXN SMILES: [CH2:1]([c:2]1[cH:3][cH:4][cH:5][cH:6][cH:7]1)[O:8][c:9]1[cH:10][cH:11][c:12]2[c:13]([c:14]([CH3:38])[c:15]([CH:17]([CH:18]([CH3:19])[CH3:20])[NH:21][c:22]3[cH:23][cH:24][c:25]([C:28](=[O:29])[NH:30][CH2:31][CH2:32][C:33](=[O:34])[O:35][CH2:36][CH3:37])[cH:26][cH:27]3)[o:16]2)[cH:39]1.[CH3:42][CH2:43][OH:44].[Na+:41].[OH-:40]>>[CH2:1]([c:2]1[cH:3][cH:4][cH:5][cH:6][cH:7]1)[O:8][c:9]1[cH:10][cH:11][c:12]2[c:13]([c:14]([CH3:38])[c:15]([CH:17]([CH:18]([CH3:19])[CH3:20])[NH:21][c:22]3[cH:23][cH:24][c:25]([C:28](=[O:29])[NH:30][CH2:31][CH2:32][C:33](=[O:34])[OH:35])[cH:26][cH:27]3)[o:16]2)[cH:39]1. Reactants: C1CCOC1, O, O=[N+]([O-])c1ccc(-n2ccnc2)cc1N1CCCCC1. The product is Nc1ccc(-n2ccnc2)cc1N1CCCCC1. RXN SMILES: [CH2:21]1[O:22][CH2:23][CH2:24][CH2:25]1.[OH2:26].[n:1]1(-[c:6]2[cH:7][cH:8][c:9]([N+:18]([O-:19])=[O:20])[c:10]([N:12]3[CH2:13][CH2:14][CH2:15][CH2:16][CH2:17]3)[cH:11]2)[cH:2][n:3][cH:4][cH:5]1>>[n:1]1(-[c:6]2[cH:7][cH:8][c:9]([NH2:18])[c:10]([N:12]3[CH2:13][CH2:14][CH2:15][CH2:16][CH2:17]3)[cH:11]2)[cH:2][n:3][cH:4][cH:5]1. The reactants are O=CC1=CC(OC)=C(O)C=C1 (vanillin), Mg. The reagents and catalysts are Cl[Ti](Cl)(Cl)Cl (TiCl4). The solvent is C1CCOC1 (THF), C1CCOC1 (THF). Reaction conditions: temperature -78 celsius. Yields the product C(=C\C1=CC(=C(C=C1)O)OC)/C1=CC(=C(C=C1)O)OC ((E)-4,4′-(ethene-1,2-diyl)bis(2-methoxyphenol)). Isolated yield 46.4%. As a reaction SMILES: O=[CH:2][C:3]1[CH:11]=[CH:10][C:8]([OH:9])=[C:5]([O:6][CH3:7])[CH:4]=1>Cl[Ti](Cl)(Cl)Cl.C1COCC1>[CH:2](/[C:3]1[CH:11]=[CH:10][C:8]([OH:9])=[C:5]([O:6][CH3:7])[CH:4]=1)=[CH:2]\[C:3]1[CH:11]=[CH:10][C:8]([OH:9])=[C:5]([O:6][CH3:7])[CH:4]=1. Reported procedure: A flask was charged with 2.35 g of Mg (96.7 mmol) and anhydrous THF (100 mL). The mixture was chilled to −78° C. and then TiCl4 (10.6 mL, 96.5 mmol) was added dropwise through an addition funnel. The flask was allowed to slowly warm up to room temperature and the mixture transitioned to a green slurry and finally a black solution. After stirring at room temperature for 30 min a THF (50 mL) solution of vanillin (7.01 g, 46.1 mmol) was added dropwise. The reaction was mildly exothermic and resulte... Starting materials: ice water, [OH-].[Na+] (NaOH), P(=O)(Cl)(Cl)Cl (Phosphorus oxychloride), ClC1=C(COC=2C=C3C=CN(C3=CC2)CCCC#N)C(=CC=C1)Cl (4-[5-(2,6-dichlorobenzyloxy)indol-1-yl]butyronitrile), ClC1=C(COC=2C=C3C=CN(C3=CC2)C(CC#N)C)C(=CC=C1)Cl (3-[5-(2,6-dichlorobenzyloxy)indol-1-yl]butyronitrile). Solvent: CN(C)C=O (DMF), CN(C)C=O (DMF), CN(C)C=O (DMF). Run at temperature 0 celsius, time 1 minute. The product is ClC1=C(COC=2C=C3C(=CN(C3=CC2)CCCC#N)C=O)C(=CC=C1)Cl (4-[5-(2,6-Dichlorobenzyloxy)-3-formyl-indol-1-yl]butyronitrile). The yield is 70.0%. As a reaction SMILES: P(Cl)(Cl)(Cl)=O.[Cl:6][C:7]1[CH:28]=[CH:27][CH:26]=[C:25]([Cl:29])[C:8]=1[CH2:9][O:10][C:11]1[CH:12]=[C:13]2[C:17](=[CH:18][CH:19]=1)[N:16]([CH2:20][CH2:21][CH2:22][C:23]#[N:24])[CH:15]=[CH:14]2.ClC1C=CC=C(Cl)C=1[CH2:33][O:34]C1C=C2C(=CC=1)N(C(C)CC#N)C=C2.[OH-].[Na+]>CN(C=O)C>[Cl:6][C:7]1[CH:28]=[CH:27][CH:26]=[C:25]([Cl:29])[C:8]=1[CH2:9][O:10][C:11]1[CH:12]=[C:13]2[C:17](=[CH:18][CH:19]=1)[N:16]([CH2:20][CH2:21][CH2:22][C:23]#[N:24])[CH:15]=[C:14]2[CH:33]=[O:34] |f:3.4|. Procedure details: A flame dried flask under argon was charged with DMF (0.43 mL, 5.57 mmol) and cooled to 0° C. Phosphorus oxychloride (0.16 mL, 1.67 mmol) was slowly added to the cooled DMF. The solution was stirred at 0° C. for 1 min and to this was added a DMF (1.5 mL) solution of a mixture of 4-[5-(2,6-dichlorobenzyloxy)indol-1-yl]butyronitrile (85%) and 3-[5-(2,6-dichlorobenzyloxy)indol-1-yl]butyronitrile (15%) (0.5 g, 1.4 mmol). The reaction mixture was stirred at room temprature for 1 h and heated at 50° C... The yield is 75.4%. Reaction SMILES: O[CH:2]1[CH2:6][CH2:5][N:4]([C:7]([O:9][CH2:10][CH:11]=[CH2:12])=[O:8])[CH2:3]1.N1C(C)=CC=CC=1C.[S:21]([O:28]S(C(F)(F)F)(=O)=O)([C:24]([F:27])([F:26])[F:25])(=[O:23])=[O:22].[O-]S(C(F)(F)F)(=O)=O.[N:44]12[CH2:51][CH2:50][N:47]([CH2:48][CH2:49]1)[CH2:46][CH2:45]2>C(Cl)Cl.CC#N>[O-:28][S:21]([C:24]([F:27])([F:26])[F:25])(=[O:23])=[O:22].[CH2:10]([O:9][C:7]([N:4]1[CH2:5][CH2:6][CH:2]([N+:44]23[CH2:51][CH2:50][N:47]([CH2:48][CH2:49]2)[CH2:46][CH2:45]3)[CH2:3]1)=[O:8])[CH:11]=[CH2:12] |f:7.8|. Run at time 40 minute. Product: [O-]S(=O)(=O)C(F)(F)F.C(C=C)OC(=O)N1CC(CC1)[N+]12CCN(CC1)CC2 (1-(Allyloxycarbonyl)-3-(4-aza-1-azonia-bicyclo[2.2.2]oct-1-yl)pyrrolidine triflate). The solvent is C(Cl)Cl (CH2Cl2), C(Cl)Cl (CH2Cl2), CC#N (CH3CN). Procedure details: 3-Hydroxy-1-allyloxycarbonylpyrrolidine (0.34 g, 1.99 mmol) was dissolved in CH2Cl2 (40 mL). 2,6-Lutidine (0.7 mL, 6 mmol) was added at -20° C. followed by adding triflic anhydride (0.5 mL, 2.97 mmol). The mixture was kept at -20° C. for 40 min, diluted with CH2Cl2, washed with water, 0.1 N HCl aqueous solution, water and brine, dried over Na2SO4 and concentrated to give the trifalte (0.63 g). The triflate (0.43 g, 1.42 mmol) was reacted with 1,4-diazabicyclo[2.2.2]octane (0.15 g, 1.34 mmol) in ... The reactants are OC1CN(CC1)C(=O)OCC=C (3-Hydroxy-1-allyloxycarbonylpyrrolidine), N1=C(C=CC=C1C)C (2,6-Lutidine), S(=O)(=O)(C(F)(F)F)OS(=O)(=O)C(F)(F)F (triflic anhydride), [O-]S(=O)(=O)C(F)(F)F (triflate), N12CCN(CC1)CC2 (1,4-diazabicyclo[2.2.2]octane). Reactants: O (water), ClS(=O)(=O)O (chlorosulfonic acid), [O-]S(=O)(=O)[O-].[Na+].[Na+] (Na2SO4), CN1C=CC2=CC(=CC=C12)[N+](=O)[O-] (1-methyl-5-nitro-1H-indole). Run in ClCCl (dichloromethane), ClCCl (dichloromethane). Conditions: time 30 minute. Product: CN1C=C(C2=CC(=CC=C12)[N+](=O)[O-])S(=O)(=O)Cl (1-methyl-5-nitro-1H-indole-3-sulfonyl chloride). Isolated yield 10.4%. RXN SMILES: [Cl:1][S:2]([OH:5])(=O)=[O:3].[O-]S([O-])(=O)=O.[Na+].[Na+].[CH3:13][N:14]1[C:22]2[C:17](=[CH:18][C:19]([N+:23]([O-:25])=[O:24])=[CH:20][CH:21]=2)[CH:16]=[CH:15]1.O>ClCCl>[CH3:13][N:14]1[C:22]2[C:17](=[CH:18][C:19]([N+:23]([O-:25])=[O:24])=[CH:20][CH:21]=2)[C:16]([S:2]([Cl:1])(=[O:5])=[O:3])=[CH:15]1 |f:1.2.3|. Reported procedure: A solution of chlorosulfonic acid (1.9 mL, 28 mmol) and Na2SO4 (403 mg, 2.8 mmol) in dichloromethane (17 mL) was treated with a solution of 1-methyl-5-nitro-1H-indole (500 mg, 2.8 mmol) in dichloromethane (11 mL) over 1 hour, stirred for 30 minutes, and decanted to provide a thick brown oil. The oil was slowly treated with water (20 mL), stirred for 10 minutes, and filtered. The filtrate was dried in a vacuum oven to provide 80 mg of the desired compound which was used in the next step without f... The reactants are OC1=CC=C2CCC(NC2=C1)=O (7-hydroxy-3,4-dihydro-carbostyril), C1(=CC=CC=C1)S(=O)CCCCBr (4-phenylsulfinyl-butyl bromide). The product is C1(=CC=CC=C1)S(=O)CCCCOC1=CC=C2CCC(NC2=C1)=O (7-(4-Phenylsulfinyl-butoxy)-3,4-dihydro-carbostyril). Reaction SMILES: [OH:1][C:2]1[CH:11]=[C:10]2[C:5]([CH2:6][CH2:7][C:8](=[O:12])[NH:9]2)=[CH:4][CH:3]=1.[C:13]1([S:19]([CH2:21][CH2:22][CH2:23][CH2:24]Br)=[O:20])[CH:18]=[CH:17][CH:16]=[CH:15][CH:14]=1>>[C:13]1([S:19]([CH2:21][CH2:22][CH2:23][CH2:24][O:1][C:2]2[CH:11]=[C:10]3[C:5]([CH2:6][CH2:7][C:8](=[O:12])[NH:9]3)=[CH:4][CH:3]=2)=[O:20])[CH:18]=[CH:17][CH:16]=[CH:15][CH:14]=1. Procedure: Prepared analogous to Example 4 from 7-hydroxy-3,4-dihydro-carbostyril (see N. Shigematsu et al., Chem. Pharm. Bull. 1961, 970-975) and 4-phenylsulfinyl-butyl bromide.